describe an organic reaction: reactants, conditions, products, and yield From a dataset of the Open Reaction Database (ORD), a public repository of structured organic reaction records. The reactants are CCO, [Na+], [OH-], CCc1cc2ccccc2n1S(=O)(=O)c1ccccc1. The product is CCc1cc2ccccc2[nH]1. Reaction SMILES: [CH3:23][CH2:24][OH:25].[Na+:22].[OH-:21].[c:1]1([S:2](=[O:3])(=[O:4])[n:10]2[c:11]([CH2:19][CH3:20])[cH:12][c:13]3[cH:14][cH:15][cH:16][cH:17][c:18]23)[cH:5][cH:6][cH:7][cH:8][cH:9]1>>[nH:10]1[c:11]([CH2:19][CH3:20])[cH:12][c:13]2[cH:14][cH:15][cH:16][cH:17][c:18]12. Starting materials: ClC=1C=C(C=CC1)C(C#N)N1CCOCC1 (α-(m-chlorophenyl)-4-morpholineacetonitrile), C(C(=C)C)#N (methacrylonitrile), O1CCCC1 (tetrahydrofuran), solution, [OH-].[K+] (KOH). Solvent: C(C)(=O)O (acetic acid), O (water), CO (methanol). Reaction conditions: time 1 hour. The product is ClC=1C=C(C(=O)CC(C#N)C)C=CC1 (3-(m-chlorobenzoyl)-2-methylpropionitrile). As a reaction SMILES: [Cl:1][C:2]1[CH:3]=[C:4]([CH:8](N2CCOCC2)[C:9]#N)[CH:5]=[CH:6][CH:7]=1.[O:17]1CCCC1.[OH-].[K+].[C:24](#[N:28])[C:25](C)=[CH2:26]>CO.O.C(O)(=O)C>[Cl:1][C:2]1[CH:3]=[C:4]([CH:5]=[CH:6][CH:7]=1)[C:8]([CH2:9][CH:25]([CH3:26])[C:24]#[N:28])=[O:17] |f:2.3|. Procedure details: To a solution of 11.8 g. of α-(m-chlorophenyl)-4-morpholineacetonitrile in 50 ml. of tetrahydrofuran is added 60 drops of a 30% solution of KOH in methanol. To the solution is added 4.62 ml. of methacrylonitrile (temperature rose to 42° C.). After stirring for 1 hr., the mixture is concentrated to dryness and the residue dissolved in methylene chloride. The solution is passed through a short column of hydrous magnesium silicate and the eluent concentrated to give 15.5 g. of a yellow oil. The oil...